Dataset: the Open Reaction Database (ORD), a public repository of structured organic reaction records. Task: describe an organic reaction: reactants, conditions, products, and yield Procedure: 4,7-Dibromobenzo[c]-1,2,5-thiadiazole (1.00 g, 3.41 mmol) and 3-hexylthiophene-2-boronic acid pinacol ester (2.10 g, 7.14 mmol) were placed in a 100 mL 3-neck round bottom flask which was flushed with N2 gas for 5 minutes. Dimethoxyethane (20 mL) and water (30 mL) were added and the mixture was purged with N2 gas for 30 minutes. Sodium carbonate (4.23 g, 34.1 mmol) and catalyst Pd(PPh3)4 (0.430 g, 0.372 mmol) were added and the mixture was heated to 100° C. and stirred for 12 hours. The mixture ... Run at temperature 100 celsius, time 12 hour. Reagents/catalysts: C=1C=CC(=CC1)[P](C=2C=CC=CC2)(C=3C=CC=CC3)[Pd]([P](C=4C=CC=CC4)(C=5C=CC=CC5)C=6C=CC=CC6)([P](C=7C=CC=CC7)(C=8C=CC=CC8)C=9C=CC=CC9)[P](C=1C=CC=CC1)(C=1C=CC=CC1)C=1C=CC=CC1 (Pd(PPh3)4). Product: C(CCCCC)C1=C(SC=C1)C1=CC=C(C2=NSN=C21)C=2SC=CC2CCCCCC (4,7-bis(3-hexylthiophen-2-yl)benzo[c][1,2,5]thiadiazole). Reactants: BrC1=CC=C(C2=NSN=C21)Br (4,7-Dibromobenzo[c]-1,2,5-thiadiazole), C(CCCCC)C1=C(SC=C1)B1OC(C)(C)C(C)(C)O1 (3-hexylthiophene-2-boronic acid pinacol ester), C([O-])([O-])=O.[Na+].[Na+] (Sodium carbonate). As a reaction SMILES: Br[C:2]1[C:10]2[C:6](=[N:7][S:8][N:9]=2)[C:5](Br)=[CH:4][CH:3]=1.[CH2:12]([C:18]1[CH:22]=[CH:21][S:20][C:19]=1B1OC(C)(C)C(C)(C)O1)[CH2:13][CH2:14][CH2:15][CH2:16][CH3:17].C(=O)([O-])[O-].[Na+].[Na+]>C1C=CC([P]([Pd]([P](C2C=CC=CC=2)(C2C=CC=CC=2)C2C=CC=CC=2)([P](C2C=CC=CC=2)(C2C=CC=CC=2)C2C=CC=CC=2)[P](C2C=CC=CC=2)(C2C=CC=CC=2)C2C=CC=CC=2)(C2C=CC=CC=2)C2C=CC=CC=2)=CC=1>[CH2:12]([C:18]1[CH:22]=[CH:21][S:20][C:19]=1[C:2]1[C:10]2[C:6](=[N:7][S:8][N:9]=2)[C:5]([C:19]2[S:20][CH:21]=[CH:22][C:18]=2[CH2:12][CH2:13][CH2:14][CH2:15][CH2:16][CH3:17])=[CH:4][CH:3]=1)[CH2:13][CH2:14][CH2:15][CH2:16][CH3:17] |f:2.3.4,^1:41,43,62,81|. The reactants are CS(C)=O, NCC1CCCCC1, NC1CCC(Nc2cc(-c3cccc(F)n3)ccn2)CC1. The product is NC1CCC(Nc2cc(-c3cccc(NCC4CCCCC4)n3)ccn2)CC1. As a reaction SMILES: [CH3:30][S:31]([CH3:32])=[O:33].[CH:22]1([CH2:28][NH2:29])[CH2:23][CH2:24][CH2:25][CH2:26][CH2:27]1.[F:1][c:2]1[cH:3][cH:4][cH:5][c:6](-[c:8]2[cH:9][c:10]([NH:14][CH:15]3[CH2:16][CH2:17][CH:18]([NH2:21])[CH2:19][CH2:20]3)[n:11][cH:12][cH:13]2)[n:7]1>>[c:2]1([NH:29][CH2:28][CH:22]2[CH2:23][CH2:24][CH2:25][CH2:26][CH2:27]2)[cH:3][cH:4][cH:5][c:6](-[c:8]2[cH:9][c:10]([NH:14][CH:15]3[CH2:16][CH2:17][CH:18]([NH2:21])[CH2:19][CH2:20]3)[n:11][cH:12][cH:13]2)[n:7]1. The reactants are O1CCN(CC1)C=1C=2N(N=CC1)C(=C(N2)CCC2=NC1=CC=CC=C1C=C2)C2=CC=C(C=C2)N2N(C(N=C2)=O)COCC[Si](C)(C)C (1-(4-(8-Morpholino-2-(2-(quinolin-2-yl)ethyl)imidazo[1,2-b]pyridazin-3-yl)phenyl)-2-((2-(trimethylsilyl)ethoxy)methyl)-1,2-dihydro-1,2,4-triazol-3-one), C(=O)(C(F)(F)F)O.C(Cl)Cl (TFA DCM), CCOCC (Et2O). Product: FC(C(=O)O)(F)F.O1CCN(CC1)C=1C=2N(N=CC1)C(=C(N2)CCC2=NC1=CC=CC=C1C=C2)C2=CC=C(C=C2)N2NC(N=C2)=O (1-(4-(8-Morpholino-2-(2-(quinolin-2-yl)ethyl)imidazo[1,2-b]pyridazin-3-yl)phenyl)-1,2-dihydro-1,2,4-triazol-3-one trifluoroacetic acid salt). As a reaction SMILES: [O:1]1[CH2:6][CH2:5][N:4]([C:7]2[C:8]3[N:9]([C:13]([C:28]4[CH:33]=[CH:32][C:31]([N:34]5[CH:38]=[N:37][C:36](=[O:39])[N:35]5COCC[Si](C)(C)C)=[CH:30][CH:29]=4)=[C:14]([CH2:16][CH2:17][C:18]4[CH:27]=[CH:26][C:25]5[C:20](=[CH:21][CH:22]=[CH:23][CH:24]=5)[N:19]=4)[N:15]=3)[N:10]=[CH:11][CH:12]=2)[CH2:3][CH2:2]1.CCOCC.[C:53]([OH:59])([C:55]([F:58])([F:57])[F:56])=[O:54].C(Cl)Cl>>[F:56][C:55]([F:58])([F:57])[C:53]([OH:59])=[O:54].[O:1]1[CH2:2][CH2:3][N:4]([C:7]2[C:8]3[N:9]([C:13]([C:28]4[CH:29]=[CH:30][C:31]([N:34]5[CH:38]=[N:37][C:36](=[O:39])[NH:35]5)=[CH:32][CH:33]=4)=[C:14]([CH2:16][CH2:17][C:18]4[CH:27]=[CH:26][C:25]5[C:20](=[CH:21][CH:22]=[CH:23][CH:24]=5)[N:19]=4)[N:15]=3)[N:10]=[CH:11][CH:12]=2)[CH2:5][CH2:6]1 |f:2.3,4.5|. Procedure: A solution of compound 52e (45 mg, 0.070 mmol) in TFA:DCM (1:3 v/v, 5 mL) was stirred overnight at rt. The resulting mixture was concentrated under reduced pressure and the residue obtained was treated with Et2O (10 mL). The solids formed were collected by filtration and washed with Et2O (2×20 mL). The title compound 59 was obtained as a yellow solid. 1H-NMR (300 MHz, DMSO-d6) δ (ppm): 8.92 (d, J=8.4 Hz, 1H), 8.87 (s, 1H), 8.25 (d, J=8.4 Hz, 1H), 8.06-8.03 (m, 3H), 7.94-7.85 (m, 2H), 7.72 (d, J=... Procedure: Methoxyacetyl chloride (19.57 g, 0.18 mol) was added over 10 minutes to a stirred, ice-cooled solution of 2-phenylethylamine (21.85 g, 0.18 mol) and N-ethyldiisopropylamine (23.26 g, 0.18 mol) in dichloromethane (200 ml). After 2 hours at room temperature, the solvent was removed under reduced pressure and the residue partitioned between ether and water. The organic phase was washed successively with 1M aqueous citric acid solution, water, saturated aqueous sodium bicarbonate solution and water,... Solvent: ClCCl (dichloromethane). Run at time 2 hour. Isolated yield 85.2%. As a reaction SMILES: [CH3:1][O:2][CH2:3][C:4](Cl)=[O:5].[C:7]1([CH2:13][CH2:14][NH2:15])[CH:12]=[CH:11][CH:10]=[CH:9][CH:8]=1.C(N(C(C)C)C(C)C)C>ClCCl>[CH3:1][O:2][CH2:3][C:4]([NH:15][CH2:14][CH2:13][C:7]1[CH:12]=[CH:11][CH:10]=[CH:9][CH:8]=1)=[O:5]. Reactants: C1(=CC=CC=C1)CCN (2-phenylethylamine), C(C)N(C(C)C)C(C)C (N-ethyldiisopropylamine), COCC(=O)Cl (Methoxyacetyl chloride). Product: COCC(=O)NCCC1=CC=CC=C1 (N-Methoxyacetyl-2-phenylethylamine). Starting materials: CC=1C=C(OCC(=O)OCC)C=C(C1)C (ethyl 2-(3,5-dimethylphenoxy)acetate), [OH-].[Na+] (NaOH), Cl (HCl). The solvent is CO (methanol). Run at time 4 hour. Yields the product CC=1C=C(OCC(=O)O)C=C(C1)C (2-(3,5-Dimethylphenoxy)acetic acid). Isolated yield 95.0%. RXN SMILES: [CH3:1][C:2]1[CH:3]=[C:4]([CH:12]=[C:13]([CH3:15])[CH:14]=1)[O:5][CH2:6][C:7]([O:9]CC)=[O:8].[OH-].[Na+].Cl>CO>[CH3:1][C:2]1[CH:3]=[C:4]([CH:12]=[C:13]([CH3:15])[CH:14]=1)[O:5][CH2:6][C:7]([OH:9])=[O:8] |f:1.2|. Procedure details: Referring to FIG. 37, to a solution of ethyl 2-(3,5-dimethylphenoxy)acetate (19 g, obtained from the previous step) in methanol (150 mL) was added NaOH solution (6 N, 50 mL). The reaction mixture was stirred at room temperature for 4 h and then adjusted to pH=1˜2 with 2 N HCl solution. The resulting mixture was extracted with ethyl acetate (150 mL×2). The combined extracts were washed with brine, dried over anhydrous Na2SO4 and concentrated under reduced pressure to give a solid, which was washe... Reactants: COc1ccc2cc(C(C)C(=O)O)ccc2c1, CCN=C=NCCCN(C)C, CN(C)c1ccncc1, ClCCl, Cl, OCCCCS. The product is COc1ccc2cc(C(C)C(=O)SCCCCO)ccc2c1. RXN SMILES: [CH3:1][O:2][c:3]1[cH:4][cH:5][c:6]2[cH:7][c:8]([CH:13]([CH3:14])[C:15]([OH:16])=[O:17])[cH:9][cH:10][c:11]2[cH:12]1.[CH3:25][N:26]([CH3:27])[CH2:28][CH2:29][CH2:30][N:31]=[C:32]=[N:33][CH2:34][CH3:35].[CH3:36][N:37]([c:38]1[cH:39][cH:40][n:41][cH:42][cH:43]1)[CH3:44].[Cl:45][CH2:46][Cl:47].[ClH:24].[SH:18][CH2:19][CH2:20][CH2:21][CH2:22][OH:23]>>[CH3:1][O:2][c:3]1[cH:4][cH:5][c:6]2[cH:7][c:8]([CH:13]([CH3:14])[C:15](=[O:17])[S:18][CH2:19][CH2:20][CH2:21][CH2:22][OH:23])[cH:9][cH:10][c:11]2[cH:12]1.